From a dataset of the Open Reaction Database (ORD), a public repository of structured organic reaction records. describe an organic reaction: reactants, conditions, products, and yield Reactants: C[O-], CO, Cc1cc(Cl)nc(Cl)c1, [Na+]. Product: COc1cc(C)cc(Cl)n1. Reaction SMILES: [CH3:10][O-:11].[CH3:13][OH:14].[Cl:1][c:2]1[n:3][c:4]([Cl:9])[cH:5][c:6]([CH3:8])[cH:7]1.[Na+:12]>>[Cl:1][c:2]1[n:3][c:4]([O:11][CH3:10])[cH:5][c:6]([CH3:8])[cH:7]1. Reactants: CCCCCC, CCO, Cl, [Fe], COC(=O)C1(CC(=O)c2ccc(-c3ccc([N+](=O)[O-])cc3)cc2)CCCC1. Product: COC(=O)C1(CC(=O)c2ccc(-c3ccc(N)cc3)cc2)CCCC1. Reaction SMILES: [CH3:29][CH2:30][CH2:31][CH2:32][CH2:33][CH3:34].[CH3:35][CH2:36][OH:37].[ClH:28].[Fe:38].[N+:1]([O-:2])(=[O:3])[c:4]1[cH:5][cH:6][c:7](-[c:10]2[cH:11][cH:12][c:13]([C:16]([CH2:17][C:18]3([C:23](=[O:24])[O:25][CH3:26])[CH2:19][CH2:20][CH2:21][CH2:22]3)=[O:27])[cH:14][cH:15]2)[cH:8][cH:9]1>>[NH2:1][c:4]1[cH:5][cH:6][c:7](-[c:10]2[cH:11][cH:12][c:13]([C:16]([CH2:17][C:18]3([C:23](=[O:24])[O:25][CH3:26])[CH2:19][CH2:20][CH2:21][CH2:22]3)=[O:27])[cH:14][cH:15]2)[cH:8][cH:9]1. Reactants: OC(CC)C1=C(SC=C1)SC (3-(1-hydroxypropyl)2-methylthiothiophene), COCCOCCl (methoxyethoxymethyl chloride), C(C)(C)N(C(C)C)CC (N,N,-diisopropylethylamine). Solvent: C(Cl)Cl (methylene chloride). Reaction conditions: time 8 hour. Yields the product COCCOCOC(CC)C1=C(SC=C1)SC (3-[1-(Methoxyethoxymethoxy)propyl]-2-methylthiothiophene). Yield: 93.9%. RXN SMILES: [OH:1][CH:2]([C:5]1[CH:9]=[CH:8][S:7][C:6]=1[S:10][CH3:11])[CH2:3][CH3:4].[CH3:12][O:13][CH2:14][CH2:15][O:16][CH2:17]Cl.C(N(CC)C(C)C)(C)C>C(Cl)Cl>[CH3:12][O:13][CH2:14][CH2:15][O:16][CH2:17][O:1][CH:2]([C:5]1[CH:9]=[CH:8][S:7][C:6]=1[S:10][CH3:11])[CH2:3][CH3:4]. Reported procedure: To a stirred solution of 3-(1-hydroxypropyl)2-methylthiothiophene (17.7 g, 0.094 mol) in dry methylene chloride (100 ml) was added methoxyethoxymethyl chloride (20.6 g, 0.165 mol) followed by N,N,-diisopropylethylamine (21.3 g, 0.165 mol). The mixture was stirred at room temperature overnight. The mixture was washed with water, dried over anhydrous Na2SO4, filtered and concentrated in vacuo at room temperature to give 24.4 g of amber oil (94% yield). NMR confirmed the structure and mass spectral...